Dataset: the Open Reaction Database (ORD), a public repository of structured organic reaction records. Task: describe an organic reaction: reactants, conditions, products, and yield Reactants: NC=1N=CC(=NC1CC1=CC=CC=C1)C1=CC=C(C=C1)O (4-(5-amino-6-benzylpyrazin-2-yl)phenol), [Na+].O=C(C(=O)[O-])CCCC (2-Ketohexanoic acid sodium salt). The reagents and catalysts are C(C)(=O)O (acetic acid), [Pd] (Pd/C). The solvent is C(C)O (ethanol). Reaction conditions: temperature 65 celsius, time 4 hour. Product: C(C1=CC=CC=C1)C=1C(=NC=C(N1)C1=CC=C(C=C1)O)NC(C(=O)O)CCCC (2-((3-benzyl-5-(4-hydroxyphenyl)pyrazin-2-yl)amino)hexanoic acid). The yield is 46.1%. RXN SMILES: [NH2:1][C:2]1[N:3]=[CH:4][C:5]([C:15]2[CH:20]=[CH:19][C:18]([OH:21])=[CH:17][CH:16]=2)=[N:6][C:7]=1[CH2:8][C:9]1[CH:14]=[CH:13][CH:12]=[CH:11][CH:10]=1.[Na+].O=[C:24]([CH2:28][CH2:29][CH2:30][CH3:31])[C:25]([O-:27])=[O:26]>C(O)C.C(O)(=O)C.[Pd]>[CH2:8]([C:7]1[C:2]([NH:1][CH:24]([CH2:28][CH2:29][CH2:30][CH3:31])[C:25]([OH:27])=[O:26])=[N:3][CH:4]=[C:5]([C:15]2[CH:16]=[CH:17][C:18]([OH:21])=[CH:19][CH:20]=2)[N:6]=1)[C:9]1[CH:10]=[CH:11][CH:12]=[CH:13][CH:14]=1 |f:1.2|. Reported procedure: 4-(5-amino-6-benzylpyrazin-2-yl)phenol (200 mg, 0.72 mmol) was mixed with 2-Ketohexanoic acid sodium salt (220 mg, 1.44 mmol) in ethanol (20 mL). Pd/C (10% Palladium in active carbon, 100 mg) was added with a few drops of acetic acid, and the reaction mixture heated to 65° C. Air was bubbled out by N2 gas, and a hydrogen balloon applied to the reaction flask. The reaction was continuously stirred for 4 hrs. After cooling down, it was filtered and the resulting solution was purified by flash chro...